From a dataset of the Open Reaction Database (ORD), a public repository of structured organic reaction records. describe an organic reaction: reactants, conditions, products, and yield Reactants: C(C)(C)(C)OC(=O)NC(C)C=1NC(=CC1C(=O)OCC)C1=C2N=C(C(=NC2=CC=C1)C)F (ethyl 2-(1-((tert-butoxycarbonyl)amino)ethyl)-5-(3-fluoro-2-methylquinoxalin-5-yl)-1H-pyrrole-3-carboxylate), NC(CO)(C)C (2-amino-2-methyl-1-propanol), O (water), CCOC(=O)C (EtOAc). Solvent: CS(=O)C (DMSO). Reaction conditions: temperature 70 celsius. Yields the product C(C)(C)(C)OC(=O)NC(C)C=1NC(=CC1C(=O)OCC)C1=C2N=C(C(=NC2=CC=C1)C)NC(CO)(C)C (ethyl 2-(1-((tert-butoxycarbonyl)amino)ethyl)-5-(3-((1-hydroxy-2-methylpropan-2-yl)amino)-2-methylquinoxalin-5-yl)-1H-pyrrole-3-carboxylate). Isolated yield 71.9%. Reaction SMILES: [C:1]([O:5][C:6]([NH:8][CH:9]([C:11]1[NH:12][C:13]([C:21]2[CH:30]=[CH:29][CH:28]=[C:27]3[C:22]=2[N:23]=[C:24](F)[C:25]([CH3:31])=[N:26]3)=[CH:14][C:15]=1[C:16]([O:18][CH2:19][CH3:20])=[O:17])[CH3:10])=[O:7])([CH3:4])([CH3:3])[CH3:2].[NH2:33][C:34]([CH3:38])([CH3:37])[CH2:35][OH:36].O.CCOC(C)=O>CS(C)=O>[C:1]([O:5][C:6]([NH:8][CH:9]([C:11]1[NH:12][C:13]([C:21]2[CH:30]=[CH:29][CH:28]=[C:27]3[C:22]=2[N:23]=[C:24]([NH:33][C:34]([CH3:38])([CH3:37])[CH2:35][OH:36])[C:25]([CH3:31])=[N:26]3)=[CH:14][C:15]=1[C:16]([O:18][CH2:19][CH3:20])=[O:17])[CH3:10])=[O:7])([CH3:4])([CH3:3])[CH3:2]. Procedure details: A mixture of ethyl 2-(1-((tert-butoxycarbonyl)amino)ethyl)-5-(3-fluoro-2-methylquinoxalin-5-yl)-1H-pyrrole-3-carboxylate (302b) (250 mg, 0.57 mmol) and 2-amino-2-methyl-1-propanol (Sigma-Aldrich) (0.11 mL, 1.13 mmol) in DMSO (2 mL) was heated at 70° C. for 18 h. The reaction mixture was cooled to RT and water and EtOAc was added. The layers were separated and the aq. layer was extracted with EtOAc (2×). The combined organic layers were washed with water and brine and dried over anhydrous Na2SO4,... Reactants: O=C([O-])[O-], CC#N, [Cs+], [Cs+], COc1cn(-c2cc(I)ccc2F)nc(-c2ccnn2-c2ccccc2)c1=O, [Na+], O=C([O-])O, ON=Cc1ccccc1O, c1cn[nH]c1. The product is COc1cn(-c2cc(-n3cccn3)ccc2F)nc(-c2ccnn2-c2ccccc2)c1=O. As a reaction SMILES: [C:44](=[O:45])([O-:46])[O-:47].[CH3:50][C:51]#[N:52].[Cs+:48].[Cs+:49].[F:1][c:2]1[c:3](-[n:9]2[n:10][c:11](-[c:18]3[cH:19][cH:20][n:21][n:22]3-[c:23]3[cH:24][cH:25][cH:26][cH:27][cH:28]3)[c:12](=[O:17])[c:13]([O:15][CH3:16])[cH:14]2)[cH:4][c:5]([I:8])[cH:6][cH:7]1.[Na+:57].[O-:53][C:54]([OH:55])=[O:56].[OH:34][c:35]1[cH:36][cH:37][cH:38][cH:39][c:40]1[CH:41]=[N:42][OH:43].[nH:29]1[n:30][cH:31][cH:32][cH:33]1>>[F:1][c:2]1[c:3](-[n:9]2[n:10][c:11](-[c:18]3[cH:19][cH:20][n:21][n:22]3-[c:23]3[cH:24][cH:25][cH:26][cH:27][cH:28]3)[c:12](=[O:17])[c:13]([O:15][CH3:16])[cH:14]2)[cH:4][c:5](-[n:29]2[n:30][cH:31][cH:32][cH:33]2)[cH:6][cH:7]1. Starting materials: CCOC(=O)C(CC(C)C)c1cc(-c2ccc(C(F)(F)F)cc2)cc(C2CCN(c3ccc(C(F)(F)F)cc3)CC2)c1, CO, [Na+], [OH-]. The product is CC(C)CC(C(=O)O)c1cc(-c2ccc(C(F)(F)F)cc2)cc(C2CCN(c3ccc(C(F)(F)F)cc3)CC2)c1. Reaction SMILES: [CH2:1]([CH3:2])[O:3][C:4]([CH:5]([CH2:6][CH:7]([CH3:8])[CH3:9])[c:10]1[cH:11][c:12](-[c:32]2[cH:33][cH:34][c:35]([C:38]([F:39])([F:40])[F:41])[cH:36][cH:37]2)[cH:13][c:14]([CH:16]2[CH2:17][CH2:18][N:19]([c:22]3[cH:23][cH:24][c:25]([C:28]([F:29])([F:30])[F:31])[cH:26][cH:27]3)[CH2:20][CH2:21]2)[cH:15]1)=[O:42].[CH3:45][OH:46].[Na+:44].[OH-:43]>>[O:3]=[C:4]([CH:5]([CH2:6][CH:7]([CH3:8])[CH3:9])[c:10]1[cH:11][c:12](-[c:32]2[cH:33][cH:34][c:35]([C:38]([F:39])([F:40])[F:41])[cH:36][cH:37]2)[cH:13][c:14]([CH:16]2[CH2:17][CH2:18][N:19]([c:22]3[cH:23][cH:24][c:25]([C:28]([F:29])([F:30])[F:31])[cH:26][cH:27]3)[CH2:20][CH2:21]2)[cH:15]1)[OH:42]. Reactants: C1OC=2C=C(C=CC2O1)N1C(NC=2C1=NC=CC2)=O (1,3-dihydro-3-(3,4-methylenedioxyphenyl)imidazo[4,5-b]pyridin-2-one), C(CCC)N=C=O (n-butyl isocyanate), C1OC=2C=C(C=CC2O1)N1C(NC=2C1=NC=CC2)=O.C(CCC)C(=O)N (1,3-dihydro-3-(3,4-methylenedioxyphenyl)-2-oxoimidazo[4,5-b]pyridine 1-n-butylcarboxamide). Solvent: C(OC)COC (dimethoxyethane). The product is C1OC=2C=C(C=CC2O1)N1C(NC=2C1=NC=CC2)=O.C(CCC)[N-]C(=O)O (1,3-Dihydro-3-(3,4-methylenedioxyphenyl)-2-oxoimidazo[4,5-b]pyridine 1-n-butylcarboxyamide). As a reaction SMILES: [CH2:1]1[O:9][C:8]2[CH:7]=[CH:6][C:5]([N:10]3[C:14]4=[N:15][CH:16]=[CH:17][CH:18]=[C:13]4[NH:12][C:11]3=[O:19])=[CH:4][C:3]=2[O:2]1.[CH2:20]([N:24]=[C:25]=[O:26])[CH2:21][CH2:22][CH3:23].C1OC2C=CC(N3C4=NC=CC=C4NC3=O)=CC=2[O:28]1.C(C(N)=O)CCC>C(COC)OC>[CH2:1]1[O:9][C:8]2[CH:7]=[CH:6][C:5]([N:10]3[C:14]4=[N:15][CH:16]=[CH:17][CH:18]=[C:13]4[NH:12][C:11]3=[O:19])=[CH:4][C:3]=2[O:2]1.[CH2:20]([N-:24][C:25]([OH:28])=[O:26])[CH2:21][CH2:22][CH3:23] |f:2.3,5.6|. Procedure details: A suspension of 1.2 g. of 1,3-dihydro-3-(3,4-methylenedioxyphenyl)imidazo[4,5-b]pyridin-2-one in 75 ml. of dry dimethoxyethane was treated with 1 g. of n-butyl isocyanate and refluxed until solution was complete. The solution was filtered and evaporated to near dryness and diluted with petroleum ether. The precipitate was recrystallized from 30 ml. of ethanol by addition of water to give 400 mg. of 1,3-dihydro-3-(3,4-methylenedioxyphenyl)-2-oxoimidazo[4,5-b]pyridine-1-n-butylcarboxamide,. m.p. 1... Starting materials: CC1=CC(=C(C=C1)N)N (4-methyl-1,2-phenylenediamine), ClC=1C=CC=C2C1C(=O)OC(N2)=O (6-chloro isatoic anhydride), C(C)(=O)O (acetic acid). Run at temperature 110 celsius. The product is ClC1=CC2=C(NC3=C(NC2=O)C=C(C=C3)C)C=C1 (2-chloro-8-methyl-10,11-dihydro-5H-dibenzo[b,e][1,4]diazepin-11-one). As a reaction SMILES: [CH3:1][C:2]1[CH:7]=[CH:6][C:5]([NH2:8])=[C:4]([NH2:9])[CH:3]=1.[Cl:10][C:11]1[CH:12]=C[CH:14]=[C:15]2NC(=O)OC(=O)[C:16]=12.[C:23]([OH:26])(=O)[CH3:24]>>[Cl:10][C:11]1[CH:16]=[CH:15][C:14]2[NH:8][C:5]3[CH:6]=[CH:7][C:2]([CH3:1])=[CH:3][C:4]=3[NH:9][C:23](=[O:26])[C:24]=2[CH:12]=1. Procedure: A mixture of 4-methyl-1,2-phenylenediamine (0.1 mol) and 6-chloro isatoic anhydride (0.1 mol) in acetic acid (85%) was heated at 110° C. for 2 hrs. The mixture was poured into ice-cold water and 2-chloro-8-methyl-10,11-dihydro-5H-dibenzo[b,e][1,4]diazepin-11-one was isolated (93%) after neutralisation and filtration. The reactants are C(C)(C)(C)OC(=O)N[C@H](C(=O)OCCOC(C1=CC(=C(C=C1)NC(=O)[C@@H]1N[C@H]([C@]([C@H]1C1=C(C(=CC=C1)Cl)F)(C#N)C1=C(C=C(C=C1)Cl)F)CC(C)(C)C)OC)=O)C (4-{[(2R,3S,4R,5S)-3-(3-chloro-2-fluoro-phenyl)-4-(4-chloro-2-fluoro-phenyl)-4-cyano-5-(2,2-dimethyl-propyl)-pyrrolidine-2-carbonyl]-amino}-3-methoxy-benzoic acid 2-((S)-2-tert-butoxycarbonylamino-propionyloxy)-ethyl ester), FC(C(=O)O)(F)F (trifluoroacetic acid). Run in C(Cl)Cl (methylene chloride). Conditions: temperature 0 celsius, time 1 hour. Product: N[C@H](C(=O)OCCOC(C1=CC(=C(C=C1)NC(=O)[C@@H]1N[C@H]([C@]([C@H]1C1=C(C(=CC=C1)Cl)F)(C#N)C1=C(C=C(C=C1)Cl)F)CC(C)(C)C)OC)=O)C (4-{[(2R,3S,4R,5S)-3-(3-chloro-2-fluoro-phenyl)-4-(4-chloro-2-fluoro-phenyl)-4-cyano-5-(2,2-dimethyl-propyl)-pyrrolidine-2-carbonyl]-amino}-3-methoxy-benzoic acid 2-((S)-2-amino-propionyloxy)-ethyl ester). The yield is 90.4%. RXN SMILES: C(OC([NH:8][C@@H:9]([CH3:57])[C:10]([O:12][CH2:13][CH2:14][O:15][C:16](=[O:56])[C:17]1[CH:22]=[CH:21][C:20]([NH:23][C:24]([C@H:26]2[C@H:30]([C:31]3[CH:36]=[CH:35][CH:34]=[C:33]([Cl:37])[C:32]=3[F:38])[C@:29]([C:41]3[CH:46]=[CH:45][C:44]([Cl:47])=[CH:43][C:42]=3[F:48])([C:39]#[N:40])[C@H:28]([CH2:49][C:50]([CH3:53])([CH3:52])[CH3:51])[NH:27]2)=[O:25])=[C:19]([O:54][CH3:55])[CH:18]=1)=[O:11])=O)(C)(C)C.FC(F)(F)C(O)=O>C(Cl)Cl>[NH2:8][C@@H:9]([CH3:57])[C:10]([O:12][CH2:13][CH2:14][O:15][C:16](=[O:56])[C:17]1[CH:22]=[CH:21][C:20]([NH:23][C:24]([C@H:26]2[C@H:30]([C:31]3[CH:36]=[CH:35][CH:34]=[C:33]([Cl:37])[C:32]=3[F:38])[C@:29]([C:41]3[CH:46]=[CH:45][C:44]([Cl:47])=[CH:43][C:42]=3[F:48])([C:39]#[N:40])[C@H:28]([CH2:49][C:50]([CH3:52])([CH3:53])[CH3:51])[NH:27]2)=[O:25])=[C:19]([O:54][CH3:55])[CH:18]=1)=[O:11]. Reported procedure: To a solution of chiral 4-{[(2R,3S,4R,5S)-3-(3-Chloro-2-fluoro-phenyl)-4-(4-chloro-2-fluoro-phenyl)-4-cyano-5-(2,2-dimethyl-propyl)-pyrrolidine-2-carbonyl]-amino}-3-methoxy-benzoic acid 2-((S)-2-tert-butoxycarbonylamino-propionyloxy)-ethyl ester (Example 3, 98.2 mg, 0.118 mmol) in methylene chloride (4 mL) at 0° C. was added trifluoroacetic acid (2 mL) slowly and the mixture was allowed to stir at 0° C. for 1 h. The mixture was concentrated and the residue was taken up in methylene chloride (100...